This data is from the Open Reaction Database (ORD), a public repository of structured organic reaction records. The task is: describe an organic reaction: reactants, conditions, products, and yield Reactants: C1=CC=C(C=C1)N(C2=CC=CC=C2)C3=CC=C(C=C3)Br (4-Bromotriphenylamine), C(C)(=O)C1=CC=C(C=C1)B(O)O (4-acetylphenylboronic acid), C([O-])([O-])=O.[Na+].[Na+] (sodium carbonate), C(C)#N (acetonitrile). Reagents/catalysts: Cl[Pd]([P](C1=CC=CC=C1)(C2=CC=CC=C2)C3=CC=CC=C3)([P](C4=CC=CC=C4)(C5=CC=CC=C5)C6=CC=CC=C6)Cl (dichlorobis(triphenylphosphine)palladium(II)). Run in O (water), O (water). Reaction conditions: temperature 80 celsius. The product is C1(=CC=CC=C1)N(C1=CC=C(C=C1)C1=CC=C(C=C1)C(C)=O)C1=CC=CC=C1 (1-(4′-diphenylaminobiphenyl-4-yl)ethanone). Yield: 75.8%. As a reaction SMILES: [CH:1]1[CH:6]=[CH:5][C:4]([N:7]([C:14]2[CH:19]=[CH:18][C:17](Br)=[CH:16][CH:15]=2)[C:8]2[CH:13]=[CH:12][CH:11]=[CH:10][CH:9]=2)=[CH:3][CH:2]=1.[C:21]([C:24]1[CH:29]=[CH:28][C:27](B(O)O)=[CH:26][CH:25]=1)(=[O:23])[CH3:22].C(=O)([O-])[O-].[Na+].[Na+].C(#N)C>Cl[Pd](Cl)([P](C1C=CC=CC=1)(C1C=CC=CC=1)C1C=CC=CC=1)[P](C1C=CC=CC=1)(C1C=CC=CC=1)C1C=CC=CC=1.O>[C:4]1([N:7]([C:8]2[CH:13]=[CH:12][CH:11]=[CH:10][CH:9]=2)[C:14]2[CH:19]=[CH:18][C:17]([C:27]3[CH:28]=[CH:29][C:24]([C:21](=[O:23])[CH3:22])=[CH:25][CH:26]=3)=[CH:16][CH:15]=2)[CH:5]=[CH:6][CH:1]=[CH:2][CH:3]=1 |f:2.3.4,^1:44,63|. Procedure: 4-Bromotriphenylamine (2.0 g, 6.17 mmol), 4-acetylphenylboronic acid (1.12 g, 6.8 mmol), dichlorobis(triphenylphosphine)palladium(II) (130 mg, 0.185 mmol) and sodium carbonate (460 mg, 4.32 mmol) were added into a solvent mixture of acetonitrile and water (1:1, v/v, 80 mL), and heated under nitrogen at 80° C. for 3 hours. After the completion of the reaction, the reaction mixture was cooled to room temperature and added with water (80 mL), followed by the separation of the organic layer with dic... Starting materials: BrC1=C2CCC(C2=CC=C1)=O (4-bromo-2,3-dihydro-1H-inden-1-one), CC(C)(C)[S@@](=O)N ((R)-2-methylpropane-2-sulfinamide), C1CCOC1 (THF), [BH4-].[Na+] (Sodium borohydride). The reagents and catalysts are [O-]CC.[O-]CC.[O-]CC.[O-]CC.[Ti+4] (titanium tetraethoxide). Solvent: C1(=CC=CC=C1)C (toluene). Run at temperature 60 celsius, time 15 minute. Product: BrC1=C2CC[C@H](C2=CC=C1)N[S@](=O)C(C)(C)C ((R)-N-((R)-4-bromo-2,3-dihydro-1H-inden-1-yl)-2-methylpropane-2-sulfinamide), solid. The yield is 42.0%. RXN SMILES: [Br:1][C:2]1[CH:10]=[CH:9][CH:8]=[C:7]2[C:3]=1[CH2:4][CH2:5][C:6]2=O.[CH3:12][C:13]([S@:16]([NH2:18])=[O:17])([CH3:15])[CH3:14].C1COCC1.[BH4-].[Na+]>C1(C)C=CC=CC=1.[O-]CC.[O-]CC.[O-]CC.[O-]CC.[Ti+4]>[Br:1][C:2]1[CH:10]=[CH:9][CH:8]=[C:7]2[C:3]=1[CH2:4][CH2:5][C@H:6]2[NH:18][S@@:16]([C:13]([CH3:15])([CH3:14])[CH3:12])=[O:17] |f:3.4,6.7.8.9.10|. Procedure: To a stirring solution of 4-bromo-2,3-dihydro-1H-inden-1-one (5.0 g, 23.6 mmol) and (R)-2-methylpropane-2-sulfinamide (3.15 g, 26.0 mmol) in toluene (40 mL) was added titanium tetraethoxide (8.1 g, 35.5 mmol) and the reaction mixture was heated at 60° C. for 18 h under N2. To this mixture was added THF (40 mL) and the resulting solution was cooled to −78° C. Sodium borohydride (3.5 g, 94.7 mmol) was added in one portion. The reaction mixture was stirred at −78° C. for 15 min, and then warmed to ...